Dataset: the Open Reaction Database (ORD), a public repository of structured organic reaction records. Task: describe an organic reaction: reactants, conditions, products, and yield The reactants are BrCCCBr, CCCC[N+](CCCC)(CCCC)CCCC, CCOCC, [Cl-], [K+], [OH-], Oc1ccc2c(c1)C(N1CCCCC1)CCO2. Yields the product BrCCCOc1ccc2c(c1)C(N1CCCCC1)CCO2. Reaction SMILES: [Br:20][CH2:21][CH2:22][CH2:23][Br:24].[CH2:26]([N+:27]([CH2:28][CH2:29][CH2:30][CH3:31])([CH2:32][CH2:33][CH2:34][CH3:35])[CH2:36][CH2:37][CH2:38][CH3:39])[CH2:40][CH2:41][CH3:42].[CH3:43][CH2:44][O:45][CH2:46][CH3:47].[Cl-:25].[K+:2].[OH-:1].[OH:3][c:4]1[cH:5][cH:6][c:7]2[c:8]([cH:19]1)[CH:9]([N:13]1[CH2:14][CH2:15][CH2:16][CH2:17][CH2:18]1)[CH2:10][CH2:11][O:12]2>>[O:3]([c:4]1[cH:5][cH:6][c:7]2[c:8]([cH:19]1)[CH:9]([N:13]1[CH2:14][CH2:15][CH2:16][CH2:17][CH2:18]1)[CH2:10][CH2:11][O:12]2)[CH2:23][CH2:22][CH2:21][Br:20]. Reactants: [BH4-], CO, Cl, [Na+], COC(=O)C(CCC(C)=O)c1ccccc1C(F)(F)F. The product is COC(=O)C(CCC(C)Cl)c1ccccc1C(F)(F)F. RXN SMILES: [BH4-:21].[CH3:24][OH:25].[ClH:23].[Na+:22].[O:1]=[C:2]([CH2:3][CH2:4][CH:5]([C:6](=[O:7])[O:8][CH3:9])[c:10]1[c:11]([C:16]([F:17])([F:18])[F:19])[cH:12][cH:13][cH:14][cH:15]1)[CH3:20]>>[CH:2]([CH2:3][CH2:4][CH:5]([C:6](=[O:7])[O:8][CH3:9])[c:10]1[c:11]([C:16]([F:17])([F:18])[F:19])[cH:12][cH:13][cH:14][cH:15]1)([CH3:20])[Cl:23]. Reactants: BrCC1CC1 (bromomethylcyclopropane), BrC1=NC=CC=C1O (2-bromo-3-pyridinol), oil, [H-].[Na+] (sodium hydride). Run in CN(C=O)C (dimethylformamide). Conditions: time 15 minute. Product: BrC1=NC=CC=C1OCC1CC1 (2-Bromo-3-(cyclopropylmethoxy)pyridine). The yield is 23.0%. As a reaction SMILES: [Br:1][C:2]1[C:7]([OH:8])=[CH:6][CH:5]=[CH:4][N:3]=1.[H-].[Na+].Br[CH2:12][CH:13]1[CH2:15][CH2:14]1>CN(C)C=O>[Br:1][C:2]1[C:7]([O:8][CH2:12][CH:13]2[CH2:15][CH2:14]2)=[CH:6][CH:5]=[CH:4][N:3]=1 |f:1.2|. Reported procedure: To a solution of 2-bromo-3-pyridinol (500 mg, 2.83 mmol;) in dimethylformamide (3 mL) is added at 0° C. 60% sodium hydride in mineral oil (169.81 mg, 4.25 mmol). The mixture is stirred at that temperature for 15 min and bromomethylcyclopropane (329.66 μL, 3.40 mmol) is added. Then the reaction is stirred at room temperature for 1 h and quenched with water and extracted with ethyl acetate. The organic layer is separated, washed with brine, dried over magnesium sulfate and the solvent evaporated i... Reactants: COC=1C=C2C=CC(=CC2=CC1)C(C)C1=C(N=C(S1)C1=CC=CC=C1)O (5-[1-(6-methoxy-2-naphthyl)ethyl]-2-phenyl-4-hydroxythiazole), ClCOC=O (chloromethylformate). Solvent: N1=CC=CC=C1 (pyridine). The product is COC=1C=C2C=CC(=CC2=CC1)C(C)C1=C(N=C(S1)C1=CC=CC=C1)OC(=O)OC (5-[1-(6-methoxy-2-naphthyl)ethyl]-2-phenyl-4-methoxycarbonyloxythiazole). As a reaction SMILES: [CH3:1][O:2][C:3]1[CH:4]=[C:5]2[C:10](=[CH:11][CH:12]=1)[CH:9]=[C:8]([CH:13]([C:15]1[S:19][C:18]([C:20]3[CH:25]=[CH:24][CH:23]=[CH:22][CH:21]=3)=[N:17][C:16]=1[OH:26])[CH3:14])[CH:7]=[CH:6]2.Cl[CH2:28][O:29][CH:30]=[O:31]>N1C=CC=CC=1>[CH3:1][O:2][C:3]1[CH:4]=[C:5]2[C:10](=[CH:11][CH:12]=1)[CH:9]=[C:8]([CH:13]([C:15]1[S:19][C:18]([C:20]3[CH:25]=[CH:24][CH:23]=[CH:22][CH:21]=3)=[N:17][C:16]=1[O:26][C:30]([O:29][CH3:28])=[O:31])[CH3:14])[CH:7]=[CH:6]2. Procedure: The desired compound is prepared by treatment of the product of Example 5 with chloromethylformate and pyridine. Starting materials: C(C1=CC=CC=C1)(=O)O (benzoic acid). Run in C1=CC=CC=C1 (benzene). Product: C(C1=CC=CC=C1)(=O)C1=CC=CC=C1 (benzophenone). RXN SMILES: [C:1]([OH:9])(=O)[C:2]1[CH:7]=[CH:6][CH:5]=[CH:4][CH:3]=1>C1C=CC=CC=1>[C:1]([C:2]1[CH:3]=[CH:4][CH:5]=[CH:6][CH:7]=1)(=[O:9])[C:2]1[CH:7]=[CH:6][CH:5]=[CH:4][CH:3]=1. Procedure: The process of claim 1, wherein benzene and benzoic acid are reacted to give benzophenone. Product: ClC1=CC=C2C(=C(NC2=C1)C(=O)C1=NC=CC(=C1)Cl)NC(CC(C)C)=O (6-Chloro-2-(4-chloropyridine-2-carbonyl)-3-(isovalerylamino)indole). Starting materials: NC1=C(NC2=CC(=CC=C12)Cl)C(=O)C1=NC=CC(=C1)Cl (3-amino-6-chloro-2-(4-chloropyridine-2-carbonyl)indole), C(CC(C)C)(=O)Cl (isovaleryl chloride). As a reaction SMILES: [NH2:1][C:2]1[C:10]2[C:5](=[CH:6][C:7]([Cl:11])=[CH:8][CH:9]=2)[NH:4][C:3]=1[C:12]([C:14]1[CH:19]=[C:18]([Cl:20])[CH:17]=[CH:16][N:15]=1)=[O:13].[C:21](Cl)(=[O:26])[CH2:22][CH:23]([CH3:25])[CH3:24]>>[Cl:11][C:7]1[CH:6]=[C:5]2[C:10]([C:2]([NH:1][C:21](=[O:26])[CH2:22][CH:23]([CH3:25])[CH3:24])=[C:3]([C:12]([C:14]3[CH:19]=[C:18]([Cl:20])[CH:17]=[CH:16][N:15]=3)=[O:13])[NH:4]2)=[CH:9][CH:8]=1. Procedure: The title compound was prepared according to the procedure described in Example 19 from 3-amino-6-chloro-2-(4-chloropyridine-2-carbonyl)indole (Example 68) and isovaleryl chloride. m.p.: 183-184° C. (recrystallized from ethyl acetate) 1H-NMR (DMSO-d6) δ: 11.67 (1 H, br s), 10.08 (1 H, br s), 8.69 (1 H, d, J=5.3 Hz), 8.52 (1 H, d, J=9.2 Hz), 8.37 (1 H, d, J=2.1 Hz), 7.57 (1 H, dd, J=2.0, 5.3 Hz), 7.39 (1 H, d, J=2.0 Hz), 7.06 (1 H, dd, J=2.0, 9.6 Hz), 2.46-2.30 (3 H, m), 1.09 (6 H, d, J=6.4 Hz).